Dataset: the Open Reaction Database (ORD), a public repository of structured organic reaction records. Task: describe an organic reaction: reactants, conditions, products, and yield The reactants are C(#N)C1=CC(=C(C=C1)NC=1C=C2C(=CNC2=CC1)C1CN(CC1)C)[N+](=O)[O-] (5-(4-Cyano-2-nitrophenyl)amino-3-(N-methylpyrrolidin-3-yl)-1H-indole), C(OCC)(OCC)OCC.C(=O)O (triethyl orthoformate formic acid), C(Cl)Cl.CO.[OH-].[NH4+] (methylene chloride methanol ammonium hydroxide). Product: C(#N)C1=CC2=C(N(C=N2)C=2C=C3C(=CNC3=CC2)C2CN(CC2)C)C=C1 (5-Cyano-1-[3-(N-methylpyrrolidin-3-yl)indol-5-yl]-1H-benzimidazole). Isolated yield 22.0%. As a reaction SMILES: [C:1]([C:3]1[CH:8]=[CH:7][C:6]([NH:9][C:10]2[CH:11]=[C:12]3[C:16](=[CH:17][CH:18]=2)[NH:15][CH:14]=[C:13]3[CH:19]2[CH2:23][CH2:22][N:21]([CH3:24])[CH2:20]2)=[C:5]([N+:25]([O-])=O)[CH:4]=1)#[N:2].[CH:28](OCC)(OCC)OCC.C(O)=O.C(Cl)Cl.CO.[OH-].[NH4+]>>[C:1]([C:3]1[CH:8]=[CH:7][C:6]2[N:9]([C:10]3[CH:11]=[C:12]4[C:16](=[CH:17][CH:18]=3)[NH:15][CH:14]=[C:13]4[CH:19]3[CH2:23][CH2:22][N:21]([CH3:24])[CH2:20]3)[CH:28]=[N:25][C:5]=2[CH:4]=1)#[N:2] |f:1.2,3.4.5.6|. Reported procedure: 5-(4-Cyano-2-nitrophenyl)amino-3-(N-methylpyrrolidin-3-yl)-1H-indole was used. Reduction was by catalytic hydrogenation, the cyclization reaction used triethyl orthoformate/formic acid, and the cyclization reaction was heated for 2 hours. Chromatography using 9:1:0.5 [methylene chloride/methanol/ammonium hydroxide] afforded the title compound (22%) as a light yellow solid: Rf =0.35 in 9:1:0.1 [methylene chloride/methanol/ammonium hydroxide]; 13C NMR (CDCl3) δ 145.7, 143.3, 137.5, 136.5, 127.5, 1... Starting materials: C(C)(C)(C)OC(\C=C\C1=NC=C(C=C1)C=O)=O ((E)-3-(5-formyl-pyridin-2-yl)-acrylic acid tert-butyl ester), CN1CCN(CC1)C1=CC=C(C=C1)C(C)=O (1-[4-(4-methyl-piperazin-1-yl)-phenyl]-ethanone), [OH-].[K+] (KOH). The solvent is CCO (EtOH). Conditions: time 24 hour. Product: C(C)(C)(C)OC(\C=C\C1=NC=C(C=C1)\C=C\C(=O)C1=CC=C(C=C1)N1CCN(CC1)C)=O ((E)-3-(5-{(E)-3-[4-(4-methyl-piperazin-1-yl)-phenyl]-3-oxo-propenyl}-pyridin-2-yl)-acrylic acid tert-butyl ester). Isolated yield 45.7%. As a reaction SMILES: [C:1]([O:5][C:6](=[O:17])/[CH:7]=[CH:8]/[C:9]1[CH:14]=[CH:13][C:12]([CH:15]=O)=[CH:11][N:10]=1)([CH3:4])([CH3:3])[CH3:2].[CH3:18][N:19]1[CH2:24][CH2:23][N:22]([C:25]2[CH:30]=[CH:29][C:28]([C:31](=[O:33])[CH3:32])=[CH:27][CH:26]=2)[CH2:21][CH2:20]1.[OH-].[K+]>CCO>[C:1]([O:5][C:6](=[O:17])/[CH:7]=[CH:8]/[C:9]1[CH:14]=[CH:13][C:12](/[CH:15]=[CH:32]/[C:31]([C:28]2[CH:27]=[CH:26][C:25]([N:22]3[CH2:21][CH2:20][N:19]([CH3:18])[CH2:24][CH2:23]3)=[CH:30][CH:29]=2)=[O:33])=[CH:11][N:10]=1)([CH3:4])([CH3:3])[CH3:2] |f:2.3|. Procedure: A mixture of (E)-3-(5-formyl-pyridin-2-yl)-acrylic acid tert-butyl ester (261 mg, 1.12 mmol), 1-[4-(4-methyl-piperazin-1-yl)-phenyl]-ethanone (246 mg, 1.2 mmol) and KOH (125 mg, 2.24 mmol) in 10 ml of EtOH was stirred at room temperature for 24 hours, observing the formation of a precipitate. The solid was then filtered off through a Buchner funnel to obtain 222 mg of (E)-3-(5-{(E)-3-[4-(4-methyl-piperazin-1-yl)-phenyl]-3-oxo-propenyl}-pyridin-2-yl)-acrylic acid tert-butyl ester. Reactants: Cl.COC(C1=CC=C(C=C1)CN)=O (4-Aminomethyl-benzoic acid methyl ester HCl), Cl.N1(N=CC=C1)C(=N)N (Pyrazole-1-carboxamidine HCl). Run in CN(C)C=O (DMF), CCN(C(C)C)C(C)C (DIPEA). Conditions: time 10 minute. Product: COC(C1=CC=C(C=C1)CNC(=N)N)=O (4-Guanidinomethyl-benzoic acid methyl ester). Yield: 77.0%. As a reaction SMILES: Cl.[CH3:2][O:3][C:4](=[O:13])[C:5]1[CH:10]=[CH:9][C:8]([CH2:11][NH2:12])=[CH:7][CH:6]=1.Cl.[N:15]1([C:20](N)=[NH:21])C=CC=N1>CN(C=O)C.CCN(C(C)C)C(C)C>[CH3:2][O:3][C:4](=[O:13])[C:5]1[CH:10]=[CH:9][C:8]([CH2:11][NH:12][C:20]([NH2:21])=[NH:15])=[CH:7][CH:6]=1 |f:0.1,2.3|. Reported procedure: The mixture of 4-Aminomethyl-benzoic acid methyl ester HCl (15.7 g, 77.8 mmol) in DMF (85.6 mL) and DIPEA (29.5 mL, 171.2 mmol; was stirred at rt for 10 min. Pyrazole-1-carboxamidine HCl (12.55 g, 85.6 mmol) was added to the reaction mixture and then stirred at rt for 4 h to give clear solution. The reaction mixture was evaporated to dryness under vacuum. Saturated NaHCO3 solution (35 mL) was added to give nice suspension. The suspension was filtered and the filter cake was washed with cold wate...